The task is: describe an organic reaction: reactants, conditions, products, and yield. This data is from the Open Reaction Database (ORD), a public repository of structured organic reaction records. Reactants: OC=1C=C(C(=O)O)C=CC1N (3-hydroxy 4-amino benzoic acid), BrC1=C(C=CC=C1)N=C=O (2-bromo phenyl isocyanate). Product: BrC1=C(C=CC=C1)NC(N)=O (N′-(2-bromo phenyl)urea). As a reaction SMILES: OC1C=C(C=CC=1[NH2:11])C(O)=O.[Br:12][C:13]1[CH:18]=[CH:17][CH:16]=[CH:15][C:14]=1[N:19]=[C:20]=[O:21]>>[Br:12][C:13]1[CH:18]=[CH:17][CH:16]=[CH:15][C:14]=1[NH:19][C:20](=[O:21])[NH2:11]. Procedure: The urea was prepared from 3-hydroxy 4-amino benzoic acid (3.69 g, 24 mmol) and 2-bromo phenyl isocyanate (24 mmol) by general Method B. It was purified by dilution of the DMF solution with methylene chloride and precipitation with hexane (4.0 g, 48%). EI-MS m/z 351 (M+H)+ Reactants: C(N)(=O)C=1N=CC(=NC1NC1=CC=C(C=C1)C1CCN(CC1)C1CCCC1)N1[C@@H]([C@@H](CCC1)NC(OC(C)(C)C)=O)C (tert-butyl (2R,3R)-1-(5-carbamoyl-6-(4-(1-cyclopentylpiperidin-4-yl)phenylamino)pyrazin-2-yl)-2-methylpiperidin-3-ylcarbamate), C(Cl)Cl (DCM), C(=O)(C(F)(F)F)O (TFA). Yields the product N[C@H]1[C@H](N(CCC1)C=1N=C(C(=NC1)C(=O)N)NC1=CC=C(C=C1)C1CCN(CC1)C1CCCC1)C (5-((2R,3R)-3-amino-2-methylpiperidin-1-yl)-3-(4-(1-cyclopentylpiperidin-4-yl)phenylamino)pyrazine-2-carboxamide), Cl (HCl). As a reaction SMILES: [C:1]([C:4]1[N:5]=[CH:6][C:7]([N:28]2[CH2:33][CH2:32][CH2:31][C@@H:30]([NH:34]C(=O)OC(C)(C)C)[C@H:29]2[CH3:42])=[N:8][C:9]=1[NH:10][C:11]1[CH:16]=[CH:15][C:14]([CH:17]2[CH2:22][CH2:21][N:20]([CH:23]3[CH2:27][CH2:26][CH2:25][CH2:24]3)[CH2:19][CH2:18]2)=[CH:13][CH:12]=1)(=[O:3])[NH2:2].C(O)(C(F)(F)F)=O.C(Cl)[Cl:51]>>[NH2:34][C@@H:30]1[CH2:31][CH2:32][CH2:33][N:28]([C:7]2[N:8]=[C:9]([NH:10][C:11]3[CH:12]=[CH:13][C:14]([CH:17]4[CH2:22][CH2:21][N:20]([CH:23]5[CH2:24][CH2:25][CH2:26][CH2:27]5)[CH2:19][CH2:18]4)=[CH:15][CH:16]=3)[C:4]([C:1]([NH2:2])=[O:3])=[N:5][CH:6]=2)[C@@H:29]1[CH3:42].[ClH:51]. Procedure details: tert-Butyl (2R,3R)-1-(5-carbamoyl-6-(4-(1-cyclopentylpiperidin-4-yl)phenylamino)pyrazin-2-yl)-2-methylpiperidin-3-ylcarbamate (313) (430 mg, 0.74 mmol) was treated in DCM (20 mL) and TFA (7 mL) at room temperature for 2 hours. The mixture was concentrated in vacuo, dissolved in MeOH/water, and subjected to reverse phase prep HPLC using 5 mM HCl in water and neat MeCN as mobile phases to isolate 5-((2R,3R)-3-amino-2-methylpiperidin-1-yl)-3-(4-(1-cyclopentylpiperidin-4-yl)phenylamino)pyrazine-2-ca... Starting materials: C1(=CC=CC=C1)P(C1=CC=CC=C1)C1=CC=CC=C1 (triphenylphosphine), C(CC)C1=CC=C(C=C1)O (4-propylphenol), BrCCCCCCO (6-bromo-1-hexanol), C1(=CC=CC=C1)P(C1=CC=CC=C1)C1=CC=CC=C1 (triphenylphosphine), CC(C)OC(=O)/N=N/C(=O)OC(C)C (diisopropylazodicarboxylate), N(=NC(=O)[O-])C(=O)[O-] (azodicarboxylate). The solvent is C1CCOC1 (THF), C1CCOC1 (THF). Product: BrCCCCCCOC1=CC=C(C=C1)CCC (1-[(6-Bromohexyl)oxy]-4-propylbenzene). Isolated yield 66.8%. Reaction SMILES: CC(OC(/N=N/C(OC(C)C)=O)=O)C.[CH2:15]([C:18]1[CH:23]=[CH:22][C:21]([OH:24])=[CH:20][CH:19]=1)[CH2:16][CH3:17].[Br:25][CH2:26][CH2:27][CH2:28][CH2:29][CH2:30][CH2:31]O.C1(P(C2C=CC=CC=2)C2C=CC=CC=2)C=CC=CC=1.N(C([O-])=O)=NC([O-])=O>C1COCC1>[Br:25][CH2:26][CH2:27][CH2:28][CH2:29][CH2:30][CH2:31][O:24][C:21]1[CH:22]=[CH:23][C:18]([CH2:15][CH2:16][CH3:17])=[CH:19][CH:20]=1. Procedure: A solution of diisopropylazodicarboxylate (2.12 g, 10.5 mmol) in THF (25 mL) was added via syringe pump over 1.5 h to a mixture of 4-propylphenol (purchased from Aldrich Chemical Co.) (1.36 g, 10.0 mmol), 6-bromo-1-hexanol (purchased from Aldrich Chemical Co.) (1.81 g, 10.0 mmol), and triphenylphosphine (2.75 g, 10.5 mmol) in THF (25 mL) at 0° C. under argon. The slightly yellow reaction was stirred at 0° C. for 30 min, whereupon additional triphenylphosphine (262 mg, 1.00 mmol) was added, follo... Reactants: CN1C(COC2=C1C=C1C(=C2)OCC12C(NC1=CC=CC=C21)=O)=O (1-methyl-1H-spiro[furo[3,2-g][1,4]benzoxazine-8,3′-indole]-2,2′(1′H,3H)-dione), BrCC1OCCCC1 (2-(bromomethyl)tetrahydro-2H-pyran), 5,6-dihydrospiro[benzo[1,2-b:5,4-b′]difuran-3,3′-indol]-2″(1′H)-one, CC1=CC=C(C=C1)S(=O)(=O)OC[C@@H]1OCCC1 ((R)-(tetrahydrofuran-2-yl)methyl 4-methylbenzenesulfonate). The product is CN1C(COC2=C1C=C1C(=C2)OCC12C(N(C1=CC=CC=C21)C[C@@H]2OCCC2)=O)=O (1-methyl-1′-[(2R)-tetrahydrofuran-2-ylmethyl]-1H-spiro[furo[3,2-g][1,4]benzoxazine-8,3′-indole]-2,2′(1′H,3H)-dione). RXN SMILES: [CH3:1][N:2]1[C:7]2[CH:8]=[C:9]3[C:14]4([C:22]5[C:17](=[CH:18][CH:19]=[CH:20][CH:21]=5)[NH:16][C:15]4=[O:23])[CH2:13][O:12][C:10]3=[CH:11][C:6]=2[O:5][CH2:4][C:3]1=[O:24].CC1C=CC(S(O[CH2:36][C@H:37]2[CH2:41][CH2:40][CH2:39][O:38]2)(=O)=O)=CC=1.BrCC1CCCCO1>>[CH3:1][N:2]1[C:7]2[CH:8]=[C:9]3[C:14]4([C:22]5[C:17](=[CH:18][CH:19]=[CH:20][CH:21]=5)[N:16]([CH2:36][C@H:37]5[CH2:41][CH2:40][CH2:39][O:38]5)[C:15]4=[O:23])[CH2:13][O:12][C:10]3=[CH:11][C:6]=2[O:5][CH2:4][C:3]1=[O:24]. Procedure: Following the procedure as described in EXAMPLE 4 and making non-critical variations using 1-methyl-1H-spiro[furo[3,2-g][1,4]benzoxazine-8,3′-indole]-2,2′(1′H,3H)-dione to replace 5,6-dihydrospiro[benzo[1,2-b:5,4-b′]difuran-3,3′-indol]-2″(1′H)-one, and (R)-(tetrahydrofuran-2-yl)methyl 4-methylbenzenesulfonate to replace 2-(bromomethyl)tetrahydro-2H-pyran, 1-methyl-1′-[(2R)-tetrahydrofuran-2-ylmethyl]-1H-spiro[furo[3,2-g][1,4]benzoxazine-8,3′-indole]-2,2′(1′H,3H)-dione was obtained (69%) as as an... Reaction SMILES: [CH3:1][C:2]1[C:6]([C:7]2[CH:8]=[C:9]3[C:14](=[CH:15][CH:16]=2)[N:13]=[CH:12][CH:11]=[C:10]3[N:17]2[CH2:22][CH2:21][NH:20][CH2:19][CH2:18]2)=[CH:5][N:4]([C:23]([C:36]2[CH:41]=[CH:40][CH:39]=[CH:38][CH:37]=2)([C:30]2[CH:35]=[CH:34][CH:33]=[CH:32][CH:31]=2)[C:24]2[CH:29]=[CH:28][CH:27]=[CH:26][CH:25]=2)[N:3]=1.[S:42](N)([NH2:45])(=[O:44])=[O:43]>O1CCOCC1>[CH3:1][C:2]1[C:6]([C:7]2[CH:8]=[C:9]3[C:14](=[CH:15][CH:16]=2)[N:13]=[CH:12][CH:11]=[C:10]3[N:17]2[CH:18]=[CH:19][N:20]([S:42]([NH2:45])(=[O:44])=[O:43])[CH:21]=[CH:22]2)=[CH:5][N:4]([C:23]([C:30]2[CH:31]=[CH:32][CH:33]=[CH:34][CH:35]=2)([C:36]2[CH:41]=[CH:40][CH:39]=[CH:38][CH:37]=2)[C:24]2[CH:29]=[CH:28][CH:27]=[CH:26][CH:25]=2)[N:3]=1. The solvent is O1CCOCC1 (dioxane). Product: CC1=NN(C=C1C=1C=C2C(=CC=NC2=CC1)N1C=CN(C=C1)S(=O)(=O)N)C(C1=CC=CC=C1)(C1=CC=CC=C1)C1=CC=CC=C1 (4-[6-(3-Methyl-1-trityl-1H-4-pyrazolyl)-4-quinolyl]-1-pyrazine sulfonamide). Procedure details: A mixture of 54 mg 6-(3-methyl-1-trityl-1H-4-pyrazolyl)-4-piperazin-1-yl-quinoline obtained in Example 187, 96 mg sulfamide, and 5 mL dioxane was heated for 4 hours under reflux. The reaction solution was evaporated, then ethyl acetate and water were added to the residue, and the organic layer was separated, then washed with brine and dried over anhydrous magnesium sulfate. The solvent was evaporated, and the residue was purified by silica gel column chromatography (hexane/ethyl acetate) to give... Yield: 73.1%. Starting materials: CC1=NN(C=C1C=1C=C2C(=CC=NC2=CC1)N1CCNCC1)C(C1=CC=CC=C1)(C1=CC=CC=C1)C1=CC=CC=C1 (6-(3-methyl-1-trityl-1H-4-pyrazolyl)-4-piperazin-1-yl-quinoline), S(=O)(=O)(N)N (sulfamide). Starting materials: CN(C([C@@H](NC1=NC(SC1)=O)CC(C)C)=O)C (N,N-dimethyl-N2-(2-oxo-2,5-dihydro-1,3-thiazol-4-yl)-L-leucinamide), FC(C1=C(CN2CCC(CC2)C=O)C=CC(=C1)C(F)(F)F)(F)F (1-[2,4-bis(trifluoromethyl)benzyl]piperidine-4-carbaldehyde), C(C)(=O)[O-].[NH2+]1CCCCC1 (piperidinium acetate). Solvent: CC(C)O (2-propanol). Conditions: temperature 60 celsius, time 8 hour. Product: FC(C1=C(CN2CCC(CC2)\C=C/2\C(=NC(S2)=O)N[C@@H](CC(C)C)C(=O)N(C)C)C=CC(=C1)C(F)(F)F)(F)F (N2-[(5Z)-5-({1-[2,4-bis(trifluoromethyl)benzyl]piperidin-4-yl}methylidene)-2-oxo-2,5-dihydro-1,3-thiazol-4-yl]-N,N-dimethyl-L-leucinamide). Isolated yield 51.2%. As a reaction SMILES: [CH3:1][N:2]([CH3:17])[C:3](=[O:16])[C@H:4]([CH2:12][CH:13]([CH3:15])[CH3:14])[NH:5][C:6]1[CH2:10][S:9][C:8](=[O:11])[N:7]=1.[F:18][C:19]([F:40])([F:39])[C:20]1[CH:34]=[C:33]([C:35]([F:38])([F:37])[F:36])[CH:32]=[CH:31][C:21]=1[CH2:22][N:23]1[CH2:28][CH2:27][CH:26]([CH:29]=O)[CH2:25][CH2:24]1.C([O-])(=O)C.[NH2+]1CCCCC1>CC(O)C>[F:40][C:19]([F:18])([F:39])[C:20]1[CH:34]=[C:33]([C:35]([F:38])([F:37])[F:36])[CH:32]=[CH:31][C:21]=1[CH2:22][N:23]1[CH2:28][CH2:27][CH:26](/[CH:29]=[C:10]2/[C:6]([NH:5][C@H:4]([C:3]([N:2]([CH3:1])[CH3:17])=[O:16])[CH2:12][CH:13]([CH3:14])[CH3:15])=[N:7][C:8](=[O:11])[S:9]/2)[CH2:25][CH2:24]1 |f:2.3|. Procedure details: To a solution of N,N-dimethyl-N2-(2-oxo-2,5-dihydro-1,3-thiazol-4-yl)-L-leucinamide (772 mg) and 1-[2,4-bis(trifluoromethyl)benzyl]piperidine-4-carbaldehyde (1221 mg) in 2-propanol (10 mL) was added piperidinium acetate (523 mg) at room temperature. The reaction mixture was stirred at 60° C. overnight. After evaporation of the solvent, the residue was purified by silica gel column chromatography (NH, ethyl acetate/hexane) and recrystallized from ethyl acetate/heptane to give the title compound (... The reactants are FC=1C=C(COC2=NC(N3C(N(CCC3)CC(=O)O)=C2)=O)C=CC1F (2-(8-((3,4-difluorobenzyl)oxy)-6-oxo-2,3,4,6-tetrahydro-1H-pyrimido[1,6-a]pyrimidin-1-yl)acetic acid), FC1CCNCC1 (4-fluoropiperidine). Yields the product FC=1C=C(COC2=NC(N3C(N(CCC3)CC(=O)N3CCC(CC3)F)=C2)=O)C=CC1F (8-((3,4-difluorobenzyl)oxy)-1-(2-(4-fluoropiperidin-1-yl)-2-oxoethyl)-3,4-dihydro-1H-pyrimido[1,6-a]pyrimidin-6(2H)-one). Reaction SMILES: [F:1][C:2]1[CH:3]=[C:4]([CH:22]=[CH:23][C:24]=1[F:25])[CH2:5][O:6][C:7]1[CH:20]=[C:11]2[N:12]([CH2:16][C:17]([OH:19])=O)[CH2:13][CH2:14][CH2:15][N:10]2[C:9](=[O:21])[N:8]=1.[F:26][CH:27]1[CH2:32][CH2:31][NH:30][CH2:29][CH2:28]1>>[F:1][C:2]1[CH:3]=[C:4]([CH:22]=[CH:23][C:24]=1[F:25])[CH2:5][O:6][C:7]1[CH:20]=[C:11]2[N:12]([CH2:16][C:17]([N:30]3[CH2:31][CH2:32][CH:27]([F:26])[CH2:28][CH2:29]3)=[O:19])[CH2:13][CH2:14][CH2:15][N:10]2[C:9](=[O:21])[N:8]=1. Procedure: The title compound was prepared by a procedure similar to that described for E13 starting from 2-(8-((3,4-difluorobenzyl)oxy)-6-oxo-2,3,4,6-tetrahydro-1H-pyrimido[1,6-a]pyrimidin-1-yl)acetic acid and 4-fluoropiperidine. Starting materials: O1C=C(C2=C1C=CC=C2)CC(=O)O (2-(3-benzofuranyl)acetic acid), N1C=CC2=C(C=CC=C12)N1CCNCC1 (1-(1H-indol-4-yl)piperazine), N,N-dicyclohexylcarbodiimide, O1CCCC1 (tetrahydrofuran). Run in CN(C=O)C (dimethylformamide). Conditions: time 16 hour. Yields the product O1C=C(C2=C1C=CC=C2)CC(=O)N2CCN(CC2)C2=C1C=CNC1=CC=C2 (1-(3-benzofuranyl)methylcarbonyl-4-(1H-indol-4-yl)piperazine). The yield is 25.8%. As a reaction SMILES: [O:1]1[C:5]2[CH:6]=[CH:7][CH:8]=[CH:9][C:4]=2[C:3]([CH2:10][C:11]([OH:13])=O)=[CH:2]1.[NH:14]1[C:22]2[C:17](=[C:18]([N:23]3[CH2:28][CH2:27][NH:26][CH2:25][CH2:24]3)[CH:19]=[CH:20][CH:21]=2)[CH:16]=[CH:15]1.O1CCCC1>CN(C)C=O>[O:1]1[C:5]2[CH:6]=[CH:7][CH:8]=[CH:9][C:4]=2[C:3]([CH2:10][C:11]([N:26]2[CH2:27][CH2:28][N:23]([C:18]3[CH:19]=[CH:20][CH:21]=[C:22]4[C:17]=3[CH:16]=[CH:15][NH:14]4)[CH2:24][CH2:25]2)=[O:13])=[CH:2]1. Procedure details: A mixture of 2-(3-benzofuranyl)acetic acid (0.95 g), 1-(1H-indol-4-yl)piperazine (1.3 g), and N,N-dicyclohexylcarbodiimide (1.3 g) in a mixture of dry tetrahydrofuran (50 mL) and dry dimethylformamide (10 mL) was stirred for 16 h at room temperature. Filtration and removal of solvent in vacuo gave an oil which was purified by flash chromatography (eluent: ethyl acetate/heptane/triethylamine 10:9:1) giving 1-(3-benzofuranyl)methylcarbonyl-4-(1H-indol-4-yl)piperazine (0.5 g) as an oil. The oil was...